describe an organic reaction: reactants, conditions, products, and yield From a dataset of the Open Reaction Database (ORD), a public repository of structured organic reaction records. Reactants: C, O, O=S(=O)(Cl)Cl, c1ccncc1, NC(=O)c1cccc(Cc2ccc(OCc3ccc4ccccc4n3)cc2)c1. The product is N#Cc1cccc(Cc2ccc(OCc3ccc4ccccc4n3)cc2)c1. As a reaction SMILES: [CH4:34].[OH2:35].[S:29]([Cl:30])([Cl:31])(=[O:32])=[O:33].[cH:36]1[cH:37][cH:38][n:39][cH:40][cH:41]1.[n:1]1[c:2]([CH2:11][O:12][c:13]2[cH:14][cH:15][c:16]([CH2:17][c:18]3[cH:19][c:20]([C:21](=[O:22])[NH2:23])[cH:24][cH:25][cH:26]3)[cH:27][cH:28]2)[cH:3][cH:4][c:5]2[cH:6][cH:7][cH:8][cH:9][c:10]12>>[n:1]1[c:2]([CH2:11][O:12][c:13]2[cH:14][cH:15][c:16]([CH2:17][c:18]3[cH:19][c:20]([C:21]#[N:23])[cH:24][cH:25][cH:26]3)[cH:27][cH:28]2)[cH:3][cH:4][c:5]2[cH:6][cH:7][cH:8][cH:9][c:10]12. The reactants are N1(C)C(=O)N(C)C=2N=CN(C2C1=O)CC(N)=NO (2-(theophyllin-7-yl)-acetamidoxime), C(C)(=O)OC(C)=O (acetic anhydride). Solvent: C(C)(=O)O (acetic acid). Product: CC1=NC(=NO1)CN1C=NC=2N(C(N(C)C(C12)=O)=O)C (7-[(5-methyl-1,2,4-oxadiazol-3-yl)-methyl]-theophylline). Isolated yield 91.0%. RXN SMILES: [N:1]1([C:12](=[O:13])[C:11]2[N:10]([CH2:14][C:15](=[N:17][OH:18])[NH2:16])[CH:9]=[N:8][C:7]=2[N:5]([CH3:6])[C:3]1=[O:4])[CH3:2].[C:19](OC(=O)C)(=O)[CH3:20]>C(O)(=O)C>[CH3:19][C:20]1[O:18][N:17]=[C:15]([CH2:14][N:10]2[C:11]3[C:12](=[O:13])[N:1]([CH3:2])[C:3](=[O:4])[N:5]([CH3:6])[C:7]=3[N:8]=[CH:9]2)[N:16]=1. Procedure details: 15.12 g of 2-(theophyllin-7-yl)-acetamidoxime are heated on water bath for two hours with a mixture of 120 cm3 acetic acid and 8 cm3 of acetic anhydride. The solvent is distilled off and 16.06 g. (91%) of 7-[(5-methyl-1,2,4-oxadiazol-3-yl)-methyl]-theophylline are obtained. M.p.: 135° C. (methanol). The reactants are C(C)OC(C1=C(C(=CC=C1)[N+](=O)[O-])O)=O (2-hydroxy-3-nitrobenzoic acid ethyl ester), [H][H] (hydrogen), C(=O)[O-].[NH4+] (Ammoniumformate), [H][H] (hydrogen). Reagents/catalysts: [Pd] (Pd/C). The solvent is CO (methanol). Run at time 5 hour. Yields the product C(C)OC(C1=C(C(=CC=C1)N)O)=O (3-amino-2-hydroxybenzoic acid ethyl ester). Yield: 99.3%. As a reaction SMILES: [CH2:1]([O:3][C:4](=[O:15])[C:5]1[CH:10]=[CH:9][CH:8]=[C:7]([N+:11]([O-])=O)[C:6]=1[OH:14])[CH3:2].[H][H].C([O-])=O.[NH4+]>CO.[Pd]>[CH2:1]([O:3][C:4](=[O:15])[C:5]1[CH:10]=[CH:9][CH:8]=[C:7]([NH2:11])[C:6]=1[OH:14])[CH3:2] |f:2.3|. Reported procedure: To a solution of 2-hydroxy-3-nitrobenzoic acid ethyl ester 8.4 g (40 mmol) of step 1 in methanol 100 mL was added 5% Pd/C 0.84 g, after which the reactor was filled hydrogen gas, followed by stirring at room temperature for 5 hrs. Ammoniumformate 0.5 g was added to the reaction mixture before re-filling with hydrogen gas and re-stirring at room temperature for 24 hrs. The catalyst was removed by celite filtration, followed by vacuum concentration to afford the title compound 7.2 g (yield 99%). Reactants: O.NN (Hydrazine monohydrate), FC1=C(C=CC=C1F)[C@@H]1CC[C@H](C(NC1)=S)NC(OC(C)(C)C)=O (tert-butyl (3R,6S)-6-(2,3-difluorophenyl)-2-thioxoazepan-3-ylcarbamate). Run in CO (methanol). Run at time 30 minute. Product: FC1=C(C=CC=C1F)[C@@H]1CC[C@H](C(NC1)=NN)NC(OC(C)(C)C)=O (tert-Butyl (3R,6S)-6-(2,3-difluorophenyl)-2-hydrazonoazepan-3-ylcarbamate). As a reaction SMILES: O.[NH2:2][NH2:3].[F:4][C:5]1[C:10]([F:11])=[CH:9][CH:8]=[CH:7][C:6]=1[C@H:12]1[CH2:18][NH:17][C:16](=S)[C@H:15]([NH:20][C:21](=[O:27])[O:22][C:23]([CH3:26])([CH3:25])[CH3:24])[CH2:14][CH2:13]1>CO>[F:4][C:5]1[C:10]([F:11])=[CH:9][CH:8]=[CH:7][C:6]=1[C@H:12]1[CH2:18][NH:17][C:16](=[N:2][NH2:3])[C@H:15]([NH:20][C:21](=[O:27])[O:22][C:23]([CH3:26])([CH3:25])[CH3:24])[CH2:14][CH2:13]1 |f:0.1|. Reported procedure: Hydrazine monohydrate (2.23 mL, 46.0 mmol) was added to a solution of tert-butyl (3R,6S)-6-(2,3-difluorophenyl)-2-thioxoazepan-3-ylcarbamate (546 mg, 1.53 mmol) in methanol (25 mL). After 30 min, the mixture was concentrated under reduced pressure. Saturated aqueous NaHCO3 was added and the mixture was extracted with CH2Cl2 (3×). The combined organic extracts were dried over Na2SO4, filtered, and concentrated under reduced pressure to give the title compound. MS: m/z=355 (M+1). The solvent is C(Cl)Cl (CH2Cl2). Reaction conditions: time 12 hour. Reactants: CC(=O)O[C@@H]1C[C@]2([C@@H](CC[C@@H]2O)C3=C1[C@@]4(C=5C(=COC5C3=O)C(=O)O[C@@H]4COC)C)C (17-hydroxywortmannin), N1CCC(C(=O)OC)CC1 (methyl isonipecotate). Yields the product COC(=O)C1CCN(CC1)C=C1C(OC(C2(C=3C(CC4(C(CCC4C3C(C(=C12)O)=O)O)C)OC(C)=O)C)COC)=O (1-(11-Acetoxy-6,17-dihydroxy-1-methoxymethyl-10,13-dimethyl-3,7-dioxo-1,7,10,11,12,13,14,15,16,17-decahydro-2-oxa-cyclopenta[a]phenanthren-4-ylidenemethyl)-piperidine-4-carboxylic acid methyl ester). Procedure details: To a solution of 100 mg (0.23 mmol) 17-hydroxywortmannin in 2 mL CH2Cl2 is added methyl isonipecotate (63 μL, 0.46 mmol). The reaction mixture is stirred at room temperature for 12 hours and then concentrated in vacuo. The residue is dissolved in EtOAc and precipitated with hexane. The precipitate is washed two times with hexane to give the product as a yellow solid. MS (ESI) m/z 575 (M+H). As a reaction SMILES: [CH3:1][C:2]([O:4][C@H:5]1[C:14]2[C@@:15]3([CH3:30])[C@@H:26]([CH2:27][O:28][CH3:29])[O:25][C:23](=[O:24])[C:17]4=[CH:18][O:19][C:20]([C:21](=[O:22])[C:13]=2[C@@H:8]2[CH2:9][CH2:10][C@H:11]([OH:12])[C@@:7]2([CH3:31])[CH2:6]1)=[C:16]34)=[O:3].[NH:32]1[CH2:41][CH2:40][CH:35]([C:36]([O:38][CH3:39])=[O:37])[CH2:34][CH2:33]1>C(Cl)Cl>[CH3:39][O:38][C:36]([CH:35]1[CH2:40][CH2:41][N:32]([CH:18]=[C:17]2[C:16]3[C:15]([CH3:30])([C:14]4[CH:5]([O:4][C:2](=[O:3])[CH3:1])[CH2:6][C:7]5([CH3:31])[CH:8]([C:13]=4[C:21](=[O:22])[C:20]=3[OH:19])[CH2:9][CH2:10][CH:11]5[OH:12])[CH:26]([CH2:27][O:28][CH3:29])[O:25][C:23]2=[O:24])[CH2:33][CH2:34]1)=[O:37]. Starting materials: CNC(=O)c1c(-c2ccc(C)cc2)oc2nc(CN(CCCC(C)C(=O)O)[SH](=O)=O)c(C3CC3)cc12, CN(C)C=O, O, O=P(OCCl)(OCc1ccccc1)OCc1ccccc1. Yields the product CNC(=O)c1c(-c2ccc(C)cc2)oc2nc(CN(CCCC(C)C(=O)OCOP(=O)(OCc3ccccc3)OCc3ccccc3)[SH](=O)=O)c(C3CC3)cc12. Reaction SMILES: [CH:1]1([c:4]2[cH:5][c:6]3[c:7]([n:8][c:9]2[CH2:10][N:11]([SH:12](=[O:13])=[O:14])[CH2:15][CH2:16][CH2:17][CH:18]([C:19](=[O:20])[OH:21])[CH3:22])[o:23][c:24](-[c:30]2[cH:31][cH:32][c:33]([CH3:36])[cH:34][cH:35]2)[c:25]3[C:26]([NH:27][CH3:28])=[O:29])[CH2:2][CH2:3]1.[O:59]=[CH:60][N:61]([CH3:62])[CH3:63].[OH2:58].[P:37](=[O:38])([O:39][CH2:40][c:41]1[cH:42][cH:43][cH:44][cH:45][cH:46]1)([O:47][CH2:48][c:49]1[cH:50][cH:51][cH:52][cH:53][cH:54]1)[O:55][CH2:56][Cl:57]>>[CH:1]1([c:4]2[cH:5][c:6]3[c:7]([n:8][c:9]2[CH2:10][N:11]([SH:12](=[O:13])=[O:14])[CH2:15][CH2:16][CH2:17][CH:18]([C:19](=[O:20])[O:21][CH2:56][O:55][P:37](=[O:38])([O:39][CH2:40][c:41]2[cH:42][cH:43][cH:44][cH:45][cH:46]2)[O:47][CH2:48][c:49]2[cH:50][cH:51][cH:52][cH:53][cH:54]2)[CH3:22])[o:23][c:24](-[c:30]2[cH:31][cH:32][c:33]([CH3:36])[cH:34][cH:35]2)[c:25]3[C:26]([NH:27][CH3:28])=[O:29])[CH2:2][CH2:3]1. The reactants are Cl.C1(=CC=CC=C1)N1CCN(CC1)CCCCN1C(C2=CC=CC=3C2=C(C1=O)C=CC3)=O (2-[4-(4-Phenyl-1-piperazinyl)butyl]-1H-benz[de]isoquinoline-1,3(2H)-dione, hydrochloride), BrCCCCCN1C(C2=CC=CC=3C2=C(C1=O)C=CC3)=O (2-(5-bromopentyl)-1H-benz[de]isoquinoline-1,3(2H)-dione), BrCCCCN1C(C2=CC=CC=3C2=C(C1=O)C=CC3)=O (2-(4-bromobutyl)-1H-benz[de]isoquinoline-1,3(2H)-dione). The product is Cl.C1(=CC=CC=C1)N1CCN(CC1)CCCCCN1C(C2=CC=CC=3C2=C(C1=O)C=CC3)=O (2-[5-(4-phenyl-1-piperazinyl)pentyl]-1H-benz[de]isoquinoline-1,3(2H)-dione, hydrochloride). RXN SMILES: [ClH:1].[C:2]1([N:8]2[CH2:13][CH2:12][N:11](CCCCN3C(=O)C4C=CC=C5C=4C(=CC=C5)C3=O)[CH2:10][CH2:9]2)[CH:7]=[CH:6][CH:5]=[CH:4][CH:3]=1.Br[CH2:34][CH2:35][CH2:36][CH2:37][CH2:38][N:39]1[C:48](=[O:49])[C:47]2[CH:50]=[CH:51][CH:52]=[C:45]3[C:46]=2[C:41](=[CH:42][CH:43]=[CH:44]3)[C:40]1=[O:53].BrCCCCN1C(=O)C2C=CC=C3C=2C(=CC=C3)C1=O>>[ClH:1].[C:2]1([N:8]2[CH2:13][CH2:12][N:11]([CH2:34][CH2:35][CH2:36][CH2:37][CH2:38][N:39]3[C:48](=[O:49])[C:47]4[CH:50]=[CH:51][CH:52]=[C:45]5[C:46]=4[C:41](=[CH:42][CH:43]=[CH:44]5)[C:40]3=[O:53])[CH2:10][CH2:9]2)[CH:7]=[CH:6][CH:5]=[CH:4][CH:3]=1 |f:0.1,4.5|. Reported procedure: Following the procedure of part (b) of example 34 but substituting 2-(5-bromopentyl)-1H-benz[de]isoquinoline-1,3(2H)-dione for the 2-(4-bromobutyl)-1H-benz[de]isoquinoline-1,3(2H)-dione, one obtains 2-[5-(4-phenyl-1-piperazinyl)pentyl]-1H-benz[de]isoquinoline-1,3(2H)-dione, hydrochloride. The reactants are Cl.NC1CC2=CC(=CC=C2CC1)OCC(=O)OCC (2-amino-7-carbethoxymethoxytetraline hydrochloride), COMPOUND 1, ( XV ), [H][H] (hydrogen). Yields the product C1(=CC=CC=C1)C1OC1 (phenyloxirane), NC1CC2=CC(=CC=C2CC1)OCC(=O)OCC (2-amino-7-carbethoxymethoxytetraline). As a reaction SMILES: [H][H].Cl.[NH2:4][CH:5]1[CH2:14][CH2:13][C:12]2[C:7](=[CH:8][C:9]([O:15][CH2:16][C:17]([O:19][CH2:20][CH3:21])=[O:18])=[CH:10][CH:11]=2)[CH2:6]1>>[C:7]1([CH:8]2[CH2:9][O:15]2)[CH:12]=[CH:13][CH:14]=[CH:5][CH:6]=1.[NH2:4][CH:5]1[CH2:14][CH2:13][C:12]2[C:7](=[CH:8][C:9]([O:15][CH2:16][C:17]([O:19][CH2:20][CH3:21])=[O:18])=[CH:10][CH:11]=2)[CH2:6]1 |f:1.2|. Procedure details: A solution of 27 g of 2-benzylamino-7-carbethoxymethoxytetraline hydrochloride, EXAMPLE 1, in 300 ml of 95% ethanol and 25 ml of water, is hydrogenated under ordinary pressure and at temperature of 50° C. by using 3 g of 10% palladium on charcoal as a catalyst. After 3 hours, the mixture is filtered, the residue is taken up twice with 100 ml of absolute ethanol and dried every time. The product so obtained is triturated in 150 ml of acetone, filtered and crystallized from 100 ml of isopropanol t... The reactants are CN1CCN(c2ccc(OC(F)(F)F)c(Nc3nccc(-c4cc5c(n4C)CCN(C(=O)OC(C)(C)C)C5=O)n3)c2)CC1, Cl, C1CCOC1, C1COCCO1. Yields the product Cl, CN1CCN(c2ccc(OC(F)(F)F)c(Nc3nccc(-c4cc5c(n4C)CCNC5=O)n3)c2)CC1. RXN SMILES: [C:1]([O:2][C:3](=[O:4])[N:8]1[C:9](=[O:43])[c:10]2[c:11]([n:14]([CH3:42])[c:15](-[c:17]3[n:18][c:19]([NH:23][c:24]4[c:25]([O:37][C:38]([F:39])([F:40])[F:41])[cH:26][cH:27][c:28]([N:30]5[CH2:31][CH2:32][N:33]([CH3:36])[CH2:34][CH2:35]5)[cH:29]4)[n:20][cH:21][cH:22]3)[cH:16]2)[CH2:12][CH2:13]1)([CH3:5])([CH3:6])[CH3:7].[ClH:44].[O:45]1[CH2:46][CH2:47][CH2:48][CH2:49]1.[O:50]1[CH2:51][CH2:52][O:53][CH2:54][CH2:55]1>>[ClH:44].[NH:8]1[C:9](=[O:43])[c:10]2[c:11]([n:14]([CH3:42])[c:15](-[c:17]3[n:18][c:19]([NH:23][c:24]4[c:25]([O:37][C:38]([F:39])([F:40])[F:41])[cH:26][cH:27][c:28]([N:30]5[CH2:31][CH2:32][N:33]([CH3:36])[CH2:34][CH2:35]5)[cH:29]4)[n:20][cH:21][cH:22]3)[cH:16]2)[CH2:12][CH2:13]1. Starting materials: O=C([O-])[O-], C1CCOC1, CO, CCOC(C)=O, COc1cc2ncnc(Cl)c2cc1OC, [Cs+], [Cs+], Nc1ccc(F)c(O)c1, CN(C)C=O. Product: COc1cc2ncnc(Oc3cc(N)ccc3F)c2cc1OC. As a reaction SMILES: [C:1](=[O:2])([O-:3])[O-:4].[CH2:33]1[O:34][CH2:35][CH2:36][CH2:37]1.[CH3:31][OH:32].[CH3:43][CH2:44][O:45][C:46](=[O:47])[CH3:48].[Cl:16][c:17]1[n:18][cH:19][n:20][c:21]2[cH:22][c:23]([O:29][CH3:30])[c:24]([O:27][CH3:28])[cH:25][c:26]12.[Cs+:5].[Cs+:6].[NH2:7][c:8]1[cH:9][cH:10][c:11]([F:15])[c:12]([OH:14])[cH:13]1.[O:38]=[CH:39][N:40]([CH3:41])[CH3:42]>>[NH2:7][c:8]1[cH:9][cH:10][c:11]([F:15])[c:12]([O:14][c:17]2[n:18][cH:19][n:20][c:21]3[cH:22][c:23]([O:29][CH3:30])[c:24]([O:27][CH3:28])[cH:25][c:26]23)[cH:13]1.